From a dataset of the Open Reaction Database (ORD), a public repository of structured organic reaction records. describe an organic reaction: reactants, conditions, products, and yield Reactants: [K+], C=[N+]=[N-], CC(C)OC(=O)NCNCN=O, [OH-], O, O=C(O)c1ccccc1, OCCOCCO. Yields the product COC(=O)c1ccccc1. As a reaction SMILES: [K+:2].[N+:15](=[CH2:16])=[N-:17].[N:3]([CH2:5][NH:4][CH2:6][NH:7][C:8](=[O:9])[O:10][CH:11]([CH3:12])[CH3:13])=[O:14].[OH-:1].[OH2:34].[OH:18][C:19](=[O:20])[c:21]1[cH:22][cH:23][cH:24][cH:25][cH:26]1.[OH:27][CH2:28][CH2:29][O:30][CH2:31][CH2:32][OH:33]>>[CH3:5][O:18][C:19](=[O:20])[c:21]1[cH:22][cH:23][cH:24][cH:25][cH:26]1. The reactants are C(C)(=O)OC(C)=O (acetic anhydride), NC1=C(C(=C(C2=C1C(C=C(O2)C2=CC(=C(C=C2)N)F)=O)F)C)F (5-Amino-2-(4-amino-3-fluorophenyl)-6,8-difluoro-7-methyl-4H-1-benzopyran-4-one), ice water. The solvent is N1=CC=CC=C1 (pyridine). Reaction conditions: temperature 50 celsius, time 18 hour. The product is C(C)(=O)NC1=C(C=C(C=C1)C=1OC2=C(C(C1)=O)C(=C(C(=C2F)C)F)N)F (2-(4-acetylamino-3-fluorophenyl)-5-amino-6,8-difluoro-7-methyl-4H-1-benzopyran-4-one). Isolated yield 99.8%. As a reaction SMILES: [NH2:1][C:2]1[C:7]2[C:8](=[O:20])[CH:9]=[C:10]([C:12]3[CH:17]=[CH:16][C:15]([NH2:18])=[C:14]([F:19])[CH:13]=3)[O:11][C:6]=2[C:5]([F:21])=[C:4]([CH3:22])[C:3]=1[F:23].[C:24](OC(=O)C)(=[O:26])[CH3:25]>N1C=CC=CC=1>[C:24]([NH:18][C:15]1[CH:16]=[CH:17][C:12]([C:10]2[O:11][C:6]3[C:5]([F:21])=[C:4]([CH3:22])[C:3]([F:23])=[C:2]([NH2:1])[C:7]=3[C:8](=[O:20])[CH:9]=2)=[CH:13][C:14]=1[F:19])(=[O:26])[CH3:25]. Procedure: 2.68 g (8.38 mmol) of Compound 1 obtained in Example 80 (3) was dissolved in 30 mL of pyridine, 0.88 mL (9.2 mmol) of acetic anhydride was added under ice-cooling and the mixture was stirred at 50° C. for 18 hours. The reaction solution was poured into ice water and the precipitated crystals were collected by filtration to give 3.03 g of 2-(4-acetylamino-3-fluorophenyl)-5-amino-6,8-difluoro-7-methyl-4H-1-benzopyran-4-one (yield: 100%). The reactants are ClC1=C(C=CC(=C1)O)C(C(C(F)(F)F)(O)C=1C=CC(N(C1)C)=O)C (5-[2-(2-chloro-4-hydroxy-phenyl)-1-hydroxy-1-trifluoromethyl-propyl]-1-methyl-1H-pyridin-2-one), FC1=C(C=C(C=C1)B(O)O)OC (4-fluoro-3-methoxyphenylboronic acid). The reagents and catalysts are C(C)(=O)[O-].[Cu+2].C(C)(=O)[O-] (copper-(II)-acetate). Run in N1=CC=CC=C1 (pyridine). Yields the product ClC1=C(C=CC(=C1)OC1=CC(=C(C=C1)F)OC)C(C(C(F)(F)F)(O)C=1C=CC(N(C1)C)=O)C (5-{2-[2-Chloro-4-(4-fluoro-3-methoxy-phenoxy)-phenyl]-1-hydroxy-1-trifluoromethyl-propyl}-1-methyl-1H-pyridin-2-one). As a reaction SMILES: [Cl:1][C:2]1[CH:7]=[C:6]([OH:8])[CH:5]=[CH:4][C:3]=1[CH:9]([CH3:24])[C:10]([C:16]1[CH:17]=[CH:18][C:19](=[O:23])[N:20]([CH3:22])[CH:21]=1)([OH:15])[C:11]([F:14])([F:13])[F:12].[F:25][C:26]1[CH:31]=[CH:30][C:29](B(O)O)=[CH:28][C:27]=1[O:35][CH3:36]>C([O-])(=O)C.[Cu+2].C([O-])(=O)C.N1C=CC=CC=1>[Cl:1][C:2]1[CH:7]=[C:6]([O:8][C:29]2[CH:30]=[CH:31][C:26]([F:25])=[C:27]([O:35][CH3:36])[CH:28]=2)[CH:5]=[CH:4][C:3]=1[CH:9]([CH3:24])[C:10]([C:16]1[CH:17]=[CH:18][C:19](=[O:23])[N:20]([CH3:22])[CH:21]=1)([OH:15])[C:11]([F:13])([F:14])[F:12] |f:2.3.4|. Procedure details: In analogy to Example 151, step 8, 5-[2-(2-chloro-4-hydroxy-phenyl)-1-hydroxy-1-trifluoromethyl-propyl]-1-methyl-1H-pyridin-2-one (Example 151, step 7) was reacted with 4-fluoro-3-methoxyphenylboronic acid, copper-(II)-acetate and pyridine to give the title compound as an off-white solid. MS (m/e)=486.3 [M+H+].